Dataset: the Open Reaction Database (ORD), a public repository of structured organic reaction records. Task: describe an organic reaction: reactants, conditions, products, and yield The reactants are NC1[C@@H]2N(C(=CC(S2)C)C(=O)O)C1=O (7-amino-2-methyl-3-cephem-4-carboxylic acid), C[Si](C)(C)CC(=O)N (trimethylsilylacetamide), C([O-])(O)=O.[Na+] (sodium bicarbonate), CON=C(C(=O)O)C1=NSC(=N1)N (2-methoxyimino-2-(5-amino-1,2,4-thiadiazol-3-yl)acetic acid), P(=O)(Cl)(Cl)Cl (phosphorus oxychloride). Run in C(Cl)Cl (methylene chloride), CN(C=O)C (N,N-dimethylformamide), C(Cl)Cl (methylene chloride). Run at time 2 hour. Yields the product CON=C(C(=O)NC1[C@@H]2N(C(=CC(S2)C)C(=O)O)C1=O)C1=NSC(=N1)N (7-[2-Methoxyimino-2-(5-amino-1,2,4-thiadiazol-3-yl)acetamido]-2-methyl-3-cephem-4-carboxylic acid). Yield: 92.3%. As a reaction SMILES: [CH3:1][O:2][N:3]=[C:4]([C:8]1[N:12]=[C:11]([NH2:13])[S:10][N:9]=1)[C:5]([OH:7])=O.P(Cl)(Cl)(Cl)=O.[NH2:19][CH:20]1[C:31](=[O:32])[N:22]2[C:23]([C:28]([OH:30])=[O:29])=[CH:24][CH:25]([CH3:27])[S:26][C@H:21]12.C[Si](CC(N)=O)(C)C.C(=O)(O)[O-].[Na+]>C(Cl)Cl.CN(C)C=O>[CH3:1][O:2][N:3]=[C:4]([C:8]1[N:12]=[C:11]([NH2:13])[S:10][N:9]=1)[C:5]([NH:19][CH:20]1[C:31](=[O:32])[N:22]2[C:23]([C:28]([OH:30])=[O:29])=[CH:24][CH:25]([CH3:27])[S:26][C@H:21]12)=[O:7] |f:4.5|. Reported procedure: A mixture of 2-methoxyimino-2-(5-amino-1,2,4-thiadiazol-3-yl)acetic acid (syn isomer)(1.21 g) and phosphorus oxychloride (3.67 g) in methylene chloride (30 ml) was stirred for two hours at ambient temperature, cooled to 0° C. and thereto was added N,N-dimethylformamide (2.4 ml), followed by stirring for an additional 45 minutes at 0° C. A mixture of 7-amino-2-methyl-3-cephem-4-carboxylic acid (3.0 g) and trimethylsilylacetamide (10 g) in methylene chloride (50 ml) was warmed to make a clear solu...